This data is from the Open Reaction Database (ORD), a public repository of structured organic reaction records. The task is: describe an organic reaction: reactants, conditions, products, and yield Starting materials: Br (HBr), FC=1C=C(C=NC1)CN ((5-fluoropyridin-3-yl)methanamine), C(C)(C)C=1NC2=CC(=CC=C2C1C=O)OC (2-isopropyl-6-methoxy-1H-indole-3-carbaldehyde), C(C)(C)C=1NC2=CC(=CC=C2C1C=O)OC (2-isopropyl-6-methoxy-1H-indole-3-carbaldehyde), BrCC=1C=NC=CC1 (3-(bromomethyl)pyridine), FC=1C=C(C=NC1)CN ((5-fluoropyridin-3-yl)methanamine). The product is FC=1C=C(C=NC1)CNC(=O)C1=C(N(C2=CC(=CC=C12)O)CC=1C=NC=CC1)C(C)C (N-((5-Fluoropyridin-3-yl)methyl)-6-hydroxy-2-isopropyl-1-(pyridin-3-ylmethyl)-1H-indole-3-carboxamide). Reaction SMILES: [CH:1]([C:4]1[NH:5][C:6]2[C:11]([C:12]=1[CH:13]=[O:14])=[CH:10][CH:9]=[C:8]([O:15]C)[CH:7]=2)([CH3:3])[CH3:2].Br[CH2:18][C:19]1[CH:20]=[N:21][CH:22]=[CH:23][CH:24]=1.Br.[F:26][C:27]1[CH:28]=[C:29]([CH2:33][NH2:34])[CH:30]=[N:31][CH:32]=1>>[F:26][C:27]1[CH:28]=[C:29]([CH2:33][NH:34][C:13]([C:12]2[C:11]3[C:6](=[CH:7][C:8]([OH:15])=[CH:9][CH:10]=3)[N:5]([CH2:18][C:19]3[CH:20]=[N:21][CH:22]=[CH:23][CH:24]=3)[C:4]=2[CH:1]([CH3:2])[CH3:3])=[O:14])[CH:30]=[N:31][CH:32]=1. Procedure details: The title compound was prepared from 2-isopropyl-6-methoxy-1H-indole-3-carbaldehyde (Compound 137), 3-(bromomethyl)pyridine.HBr, and (5-fluoropyridin-3-yl)methanamine (Compound 145) by, in order, General Procedure J, General Procedure K, General Procedure C, and General Procedure L. Starting materials: C(C)N(CC(CO)(C)C)CC (3-diethylamino-2,2-dimethylpropanol), FC1=CC=C(C=C1)C1=CC=C(O1)C(=O)O (5-(p-Fluorophenyl)-2-furoic acid), S(=O)(Cl)Cl (thionyl chloride), S(=O)(Cl)Cl (thionyl chloride). Solvent: C1=CC=CC=C1 (benzene), C1=CC=CC=C1 (benzene), petroleum ether. Run at time 2 day. The product is Cl.FC1=CC=C(C=C1)C1=CC=C(O1)C(=O)OCC(CN(CC)CC)(C)C (3-Diethylamino-2,2-dimethylpropyl 5-(p-Fluorophenyl)-2-furoate Hydrochloride). As a reaction SMILES: [F:1][C:2]1[CH:7]=[CH:6][C:5]([C:8]2[O:12][C:11]([C:13]([OH:15])=[O:14])=[CH:10][CH:9]=2)=[CH:4][CH:3]=1.S(Cl)([Cl:18])=O.[CH2:20]([N:22]([CH2:29][CH3:30])[CH2:23][C:24]([CH3:28])([CH3:27])[CH2:25]O)[CH3:21]>C1C=CC=CC=1>[ClH:18].[F:1][C:2]1[CH:3]=[CH:4][C:5]([C:8]2[O:12][C:11]([C:13]([O:15][CH2:25][C:24]([CH3:28])([CH3:27])[CH2:23][N:22]([CH2:29][CH3:30])[CH2:20][CH3:21])=[O:14])=[CH:10][CH:9]=2)=[CH:6][CH:7]=1 |f:4.5|. Procedure details: 5-(p-Fluorophenyl)-2-furoic acid (18.6 g., 0.09 mole) is added with rapid stirring to thionyl chloride (31.5 ml.) at room temperature, heated until solution occurs (about 1/4 hr.) and then is refluxed for 2 hr. The mixture is stripped of excess thionyl chloride in vacuo, benzene (100 ml.) is added, and again stripped of solvent. The reside is treated with a solution of 3-diethylamino-2,2-dimethylpropanol (14.5 g. 0.09 mole) in benzene (490 ml.) is refluxed for 3 hr., cooled, is diluted with petr... The reactants are [N+](=O)([O-])C=1C=CC(N(C1)[C@H]1[C@H](OC(C2=CC=CC=C2)=O)[C@H](OC(C2=CC=CC=C2)=O)[C@H](O1)COC(C1=CC=CC=C1)=O)=O (5-nitro-1-(2′,3′,5′-tri-O-benzoyl-β-ribofuranosyl)-2-pyridone). The solvent is N (ammonia). Run at time 12 hour. The product is [C@@H]1([C@H](O)[C@H](O)[C@H](O1)CO)N1C(C=CC(=C1)[N+](=O)[O-])=O (1-(β-D-Ribofuranosyl)-5-nitropyridine-2(1H)-one). Reaction SMILES: [N+:1]([C:4]1[CH:5]=[CH:6][C:7](=[O:43])[N:8]([C@@H:10]2[O:32][C@H:31]([CH2:33][O:34]C(=O)C3C=CC=CC=3)[C@@H:21]([O:22]C(=O)C3C=CC=CC=3)[C@H:11]2[O:12]C(=O)C2C=CC=CC=2)[CH:9]=1)([O-:3])=[O:2]>N>[C@@H:10]1([N:8]2[CH:9]=[C:4]([N+:1]([O-:3])=[O:2])[CH:5]=[CH:6][C:7]2=[O:43])[O:32][C@H:31]([CH2:33][OH:34])[C@@H:21]([OH:22])[C@H:11]1[OH:12]. Reported procedure: A mixture of 5-nitro-1-(2′,3′,5′-tri-O-benzoyl-β-ribofuranosyl)-2-pyridone (10, R=Bz, Y=H, Z=CH; 100 mg, 0.17 mmol) and saturated methanolic ammonia (10 mL) was stirred at room temperature for 12 h. The mixture was concentrated to dryness, and the residue triturated with EtOH to precipitate 10 (R=Y=H, Z=CH), which was collected and recrystallized from water (37 mg, 81%) as a white solid. 1H NMR (DMSO-d6+D2O) δ 3.64 (m, 1H), 3.90 (m, 1H), 4.01 (m, 3H), 5.89 (s, 1H), 6.48 (d, J=10.4 Hz, 1H), 8.12 ... Reactants: Cl (hydrogen chloride), N1=C(C=CC=C1)NC1=C(C=CC=C1)N (N-(2-pyridyl)-o-phenylenediamine), CC1=C(/C=C/C(=O)Cl)C=CC=C1 ((E)-2-methylcinnamoyl chloride), N1=C(C=CC=C1)N1C(=NC2=C1C=CC=C2)\C=C\C2=CC=CC=C2 ((E)-1-(2-pyridyl)-2-styryl-1H-benzimidazole). Solvent: CO (methanol). Product: Cl.CC1=C(/C=C/C2=NC3=C(N2C2=NC=CC=C2)C=CC=C3)C=CC=C1 ((E)-2-(2-Methylstyryl)-1-(2-pyridyl)-1H-benzimidazole hydrochloride). RXN SMILES: [N:1]1[CH:6]=[CH:5][CH:4]=[CH:3][C:2]=1[NH:7][C:8]1[CH:13]=[CH:12][CH:11]=[CH:10][C:9]=1[NH2:14].[CH3:15][C:16]1[CH:26]=[CH:25][CH:24]=[CH:23][C:17]=1/[CH:18]=[CH:19]/[C:20]([Cl:22])=O.N1C=CC=CC=1N1C2C=CC=CC=2N=C1/C=C/C1C=CC=CC=1.Cl>CO>[ClH:22].[CH3:15][C:16]1[CH:26]=[CH:25][CH:24]=[CH:23][C:17]=1/[CH:18]=[CH:19]/[C:20]1[N:7]([C:2]2[CH:3]=[CH:4][CH:5]=[CH:6][N:1]=2)[C:8]2[CH:13]=[CH:12][CH:11]=[CH:10][C:9]=2[N:14]=1 |f:5.6|. Procedure: Free base of the titled compound was prepared from N-(2-pyridyl)-o-phenylenediamine and (E)-2-methylcinnamoyl chloride (Sekiya, T.; Hiranuma, H.; Hata, S.; Mizogami, S.; Hanazuka, M.; Yamada, S. J. Med. Chem., 1983, 26, 411) according to the preparation of (E)-1-(2-pyridyl)-2-styryl-1H-benzimidazole (Example 1, method A). The free base was dissolved with a 10% methanol solution of hydrogen chloride (5 ml). Concentration and recrystallization from ethyl acetate/ethanol yielded the titled compound...